This data is from the Open Reaction Database (ORD), a public repository of structured organic reaction records. The task is: describe an organic reaction: reactants, conditions, products, and yield Starting materials: FC1=C(C=CC=C1)N1N=NC(=C1COC1=NC=C(C(=O)O)C=C1)C (6-((1-(2-fluorophenyl)-4-methyl-1H-1,2,3-triazol-5-yl)methoxy)nicotinic acid), C1(CC1)CN (cyclopropylmethylamine). The product is C1(CC1)CNC(C1=CN=C(C=C1)OCC1=C(N=NN1C1=C(C=CC=C1)F)C)=O (N-(Cyclopropylmethyl)-6-((1-(2-fluorophenyl)-4-methyl-1H-1,2,3-triazol-5-yl)methoxy)nicotinamide). The yield is 60.0%. RXN SMILES: [F:1][C:2]1[CH:7]=[CH:6][CH:5]=[CH:4][C:3]=1[N:8]1[C:12]([CH2:13][O:14][C:15]2[CH:23]=[CH:22][C:18]([C:19]([OH:21])=O)=[CH:17][N:16]=2)=[C:11]([CH3:24])[N:10]=[N:9]1.[CH:25]1([CH2:28][NH2:29])[CH2:27][CH2:26]1>>[CH:25]1([CH2:28][NH:29][C:19](=[O:21])[C:18]2[CH:22]=[CH:23][C:15]([O:14][CH2:13][C:12]3[N:8]([C:3]4[CH:4]=[CH:5][CH:6]=[CH:7][C:2]=4[F:1])[N:9]=[N:10][C:11]=3[CH3:24])=[N:16][CH:17]=2)[CH2:27][CH2:26]1. Procedure: As described for example 67, 6-((1-(2-fluorophenyl)-4-methyl-1H-1,2,3-triazol-5-yl)methoxy)nicotinic acid (78 mg, 0.24 mmol), was converted, using cyclopropylmethylamine instead of isopropylamine, to the title compound (54 mg, 60%) which was obtained as a white gum. MS: m/e=382.3 [M+H]+.